Dataset: the Open Reaction Database (ORD), a public repository of structured organic reaction records. Task: describe an organic reaction: reactants, conditions, products, and yield Reactants: ClC1=NN=C(C2=CC=CC=C12)CC1=CC=NC=C1 (1-chloro-4-(4-pyridylmethyl)phthalazine), NC=1C=C(C=CC1)O (3-aminophenol). The solvent is CO (methanol), C(C)(=O)[O-] (acetate), C([O-])([O-])=O.[K+].[K+] (potassium carbonate). Reaction conditions: temperature 120 celsius, time 4 hour. The product is OC=1C=C(NC2=NN=C(C3=CC=CC=C23)CC2=CC=NC=C2)C=CC1 (1-(3-Hydroxyanilino)-4-(4-pyridylmethyl)phthalazine). RXN SMILES: Cl[C:2]1[C:11]2[C:6](=[CH:7][CH:8]=[CH:9][CH:10]=2)[C:5]([CH2:12][C:13]2[CH:18]=[CH:17][N:16]=[CH:15][CH:14]=2)=[N:4][N:3]=1.[NH2:19][C:20]1[CH:21]=[C:22]([OH:26])[CH:23]=[CH:24][CH:25]=1>C([O-])(=O)C.C(=O)([O-])[O-].[K+].[K+].CO>[OH:26][C:22]1[CH:21]=[C:20]([CH:25]=[CH:24][CH:23]=1)[NH:19][C:2]1[C:11]2[C:6](=[CH:7][CH:8]=[CH:9][CH:10]=2)[C:5]([CH2:12][C:13]2[CH:18]=[CH:17][N:16]=[CH:15][CH:14]=2)=[N:4][N:3]=1 |f:3.4.5|. Procedure details: A mixture of 0.384 g (1.5 mmol) 1-chloro-4-(4-pyridylmethyl)phthalazine and 0.491 g (4.5 mmol) 3-aminophenol is heated under nitrogen atmosphere for 1 h at 90° C. and for 3 h at 120° C. The reaction mixture is then taken up in a mixture of 30 ml acetate and 20 ml 20% aqueous potassium carbonate solution while stirring for about 4 h, and the filtration material is digested for 20 min in 20 ml of boiling methanol. After cooling to RT, filtration, washing of the filter residue with methanol, and dr... Reactants: [Cl-].[NH4+] (ammonium chloride), C1(CC1)COC1=C(C=C(C=C1)C=1OC2=C(N1)CC(CC2)O)F (2-(4-(cyclopropylmethoxy)-3-fluorophenyl)-4,5,6,7-tetrahydro-1,3-benzoxazol-5-ol), ClCC(=O)N1CCOCC1 (4-(chloroacetyl)morpholine), CC(C)([O-])C.[K+] (potassium tert-butoxide). The solvent is C1CCOC1 (THF). Conditions: time 1 hour. The product is C1(CC1)COC1=C(C=C(C=C1)C=1OC2=C(N1)CC(CC2)OCC(=O)N2CCOCC2)F (2-((2-(4-(cyclopropylmethoxy)-3-fluorophenyl)-4,5,6,7-tetrahydro-1,3-benzoxazol-5-yl)oxy)-1-(morpholin-4-yl)ethanone). Reaction SMILES: [CH:1]1([CH2:4][O:5][C:6]2[CH:11]=[CH:10][C:9]([C:12]3[O:13][C:14]4[CH2:20][CH2:19][CH:18]([OH:21])[CH2:17][C:15]=4[N:16]=3)=[CH:8][C:7]=2[F:22])[CH2:3][CH2:2]1.Cl[CH2:24][C:25]([N:27]1[CH2:32][CH2:31][O:30][CH2:29][CH2:28]1)=[O:26].CC(C)([O-])C.[K+].[Cl-].[NH4+]>C1COCC1>[CH:1]1([CH2:4][O:5][C:6]2[CH:11]=[CH:10][C:9]([C:12]3[O:13][C:14]4[CH2:20][CH2:19][CH:18]([O:21][CH2:24][C:25]([N:27]5[CH2:32][CH2:31][O:30][CH2:29][CH2:28]5)=[O:26])[CH2:17][C:15]=4[N:16]=3)=[CH:8][C:7]=2[F:22])[CH2:2][CH2:3]1 |f:2.3,4.5|. Procedure: To a solution of 2-(4-(cyclopropylmethoxy)-3-fluorophenyl)-4,5,6,7-tetrahydro-1,3-benzoxazol-5-ol (3.44 g) and 4-(chloroacetyl)morpholine (2.95 mL) in THF (30 mL) was added potassium tert-butoxide (2.55 g), and the mixture was stirred for 1 hr under a nitrogen stream. To the reaction mixture was added saturated aqueous ammonium chloride solution, and the mixture was extracted with ethyl acetate. The organic layer was dried over anhydrous magnesium sulfate, and the solvent was evaporated under re... Reactants: CC(C)(C)c1ccc(Cn2c(=O)n(Cc3ccc(NS(C)(=O)=O)cc3)c3ccccc32)cc1, [Cl-], [Na+], [Na+], [OH-], O, S=P12SP3(=S)SP(=S)(S1)SP(=S)(S2)S3, Cc1ccc(C)cc1. Product: CC(C)(C)c1ccc(Cn2c(=S)n(Cc3ccc(NS(C)(=O)=O)cc3)c3ccccc32)cc1. RXN SMILES: [C:15]([CH3:16])([CH3:17])([CH3:18])[c:19]1[cH:20][cH:21][c:22]([CH2:23][n:24]2[c:25](=[O:45])[n:26]([CH2:33][c:34]3[cH:35][cH:36][c:37]([NH:40][S:41](=[O:42])(=[O:43])[CH3:44])[cH:38][cH:39]3)[c:27]3[c:28]2[cH:29][cH:30][cH:31][cH:32]3)[cH:46][cH:47]1.[Cl-:50].[Na+:49].[Na+:51].[OH-:48].[OH2:60].[P:1]12(=[S:2])[S:3][P:4]3(=[S:14])[S:5][P:6](=[S:12])([S:7][P:8](=[S:11])([S:9]3)[S:10]1)[S:13]2.[c:52]1([CH3:53])[cH:54][cH:55][c:56]([CH3:57])[cH:58][cH:59]1>>[S:2]=[c:25]1[n:24]([CH2:23][c:22]2[cH:21][cH:20][c:19]([C:15]([CH3:16])([CH3:17])[CH3:18])[cH:47][cH:46]2)[c:28]2[c:27]([n:26]1[CH2:33][c:34]1[cH:35][cH:36][c:37]([NH:40][S:41](=[O:42])(=[O:43])[CH3:44])[cH:38][cH:39]1)[cH:32][cH:31][cH:30][cH:29]2.